Task: describe an organic reaction: reactants, conditions, products, and yield. Dataset: the Open Reaction Database (ORD), a public repository of structured organic reaction records Starting materials: [BH4-].[Na+] (NaBH4), CC1(CC2=C(C(=CO2)C(=O)O)C(C1)=O)C (6,6-Dimethyl-4-oxo-4,5,6,7-tetrahydro-benzofuran-3-carboxylic acid), C(C(=O)Cl)(=O)Cl (Oxalylchloride), C(=O)(O)[O-].[Na+] (NaHCO3). Run in C(C)(=O)O (acetic acid), CN(C)C=O (DMF), CN(C)C=O (DMF), C(C)(=O)OCC (ethyl acetate), ClCCl (dichloromethane). Run at temperature 12.5 celsius, time 30 minute. Product: CC1(CC2=C(C(=CO2)CO)C(C1)=O)C (6,6-Dimethyl-4-oxo-4,5,6,7-tetrahydro-benzofuran-3-ylmethanol). RXN SMILES: [CH3:1][C:2]1([CH3:15])[CH2:13][C:12](=[O:14])[C:5]2[C:6]([C:9](O)=[O:10])=[CH:7][O:8][C:4]=2[CH2:3]1.C(Cl)(=O)C(Cl)=O.[BH4-].[Na+].C([O-])(O)=O.[Na+]>ClCCl.CN(C=O)C.C(OCC)(=O)C.C(O)(=O)C>[CH3:1][C:2]1([CH3:15])[CH2:13][C:12](=[O:14])[C:5]2[C:6]([CH2:9][OH:10])=[CH:7][O:8][C:4]=2[CH2:3]1 |f:2.3,4.5|. Reported procedure: 6,6-Dimethyl-4-oxo-4,5,6,7-tetrahydro-benzofuran-3-carboxylic acid (17) (1 g, 4.8 mmol) is dissolved in 80 ml dichloromethane and after addition of 187 μl DMF (2.4 mmol) the mixture is cooled to 10-15° C. Oxalylchloride (619 ul, 7.2 mmol) is added drop wise and the mixture is stirred for 30 min at room temperature. The mixture is evaporated under reduced pressure, dissolved in THF and cooled to −55° C. A solution of NaBH4 (1.3 g, 34.1 mmol) in 10 ml of DMF is added via syringe. The white suspens...